From a dataset of the Open Reaction Database (ORD), a public repository of structured organic reaction records. describe an organic reaction: reactants, conditions, products, and yield Reactants: C(C)(=O)Cl (acetyl chloride), ClC1=CC2=C(NC=N2)C=C1Cl (5,6-dichloro-1H-benzimidazole), C(C)(C)(C)[C@@H]1OS(OC1)(=O)=O ((4S)-4-tert-butyl-1,3,2-dioxathiolane 2,2-dioxide), C([O-])([O-])=O.[K+].[K+] (potassium carbonate). Run in CO (methanol), CN(C=O)C (N,N-dimethylformamide). Reaction conditions: temperature 60 celsius, time 18 hour. Yields the product ClC1=CC2=C(N(C=N2)C[C@H](C(C)(C)C)O)C=C1Cl ((2S)-1-(5,6-dichloro-1H-benzimidazol-1-yl)-3,3-dimethyl-2-butanol). The yield is 59.0%. RXN SMILES: [Cl:1][C:2]1[C:10]([Cl:11])=[CH:9][C:5]2[NH:6][CH:7]=[N:8][C:4]=2[CH:3]=1.[C:12]([C@H:16]1[CH2:20]OS(=O)(=O)[O:17]1)([CH3:15])([CH3:14])[CH3:13].C(=O)([O-])[O-].[K+].[K+].C(Cl)(=O)C>CN(C)C=O.CO>[Cl:11][C:10]1[C:2]([Cl:1])=[CH:3][C:4]2[N:8]([CH2:20][C@@H:16]([OH:17])[C:12]([CH3:15])([CH3:14])[CH3:13])[CH:7]=[N:6][C:5]=2[CH:9]=1 |f:2.3.4|. Reported procedure: A solution of 2.08 g (11.1 mmol) of 5,6-dichloro-1H-benzimidazole and 2.00 g (11.1 mmol) of (4S)-4-tert-butyl-1,3,2-dioxathiolane 2,2-dioxide in 28 mL of N,N-dimethylformamide was stirred as 1.57 g (11.4 mmol) of potassium carbonate was added. The mixture was stirred at 60° C. for 18 h, and then cooled in an ice bath. A solution of 12 mL of acetyl chloride in 120 mL of methanol was then added. The reaction mixture was stirred for one day, and concentrated. The residue was partitioned between eth... Starting materials: C1(=CC=CC=C1)[Mg]Br (phenylmagnesium bromide), ( E ), [Si](C)(C)(C(C)(C)C)O[C@@H]([C@H](CC1=CC(=CC(=C1)F)F)NC(C1=CC(=CC=C1)C(N)=O)=O)[C@@H]1N(CC(C1)(C1=CC=CC=C1)O)C(=O)OC(C)(C)C ((2R)-tert-butyl 2-((1S,2S)-1-(tert-butyldimethylsilyloxy)-2-(3-(carbamoyl)benzamido)-3-(3,5-difluorophenyl)propyl)-4-hydroxy-4-phenylpyrrolidine-1-carboxylate), [Si](C)(C)(C(C)(C)C)O[C@@H]([C@H](CC1=CC(=CC(=C1)F)F)NC(C1=CC(=CC=C1)C(=O)N1[C@H](CCC1)COC)=O)[C@@H]1N(C[C@@H](C1)OCCC)C(=O)OC(C)(C)C ((2R,4R)-tert-butyl 2-((1S,2S)-1-(tert-butyldimethylsilyloxy)-3-(3,5-difluorophenyl)-2-(3-((R)-2-(methoxymethyl)pyrrolidine-1-carbonyl)benzamido)propyl)-4-propoxypyrrolidine-1-carboxylate), C1(=CC=CC=C1)[Mg]Br (phenylmagnesium bromide), O (H2O), C1(=CC=CC=C1)[Mg]Br (phenylmagnesium bromide). Solvent: C1CCOC1 (THF). Reaction conditions: temperature 0 celsius, time 20 minute. Product: C(CCC)N(C(C1=CC(C(=O)N[C@H]([C@@H]([C@@H]2NCC(C2)(C2=CC=CC=C2)O)O)CC2=CC(=CC(=C2)F)F)=CC=C1)=O)C (N1-butyl-N3-((1R,2S)-3-(3,5-difluorophenyl)-1-hydroxy-1-((2R)-4-hydroxy-4-phenylpyrrolidin-2-yl)propan-2-yl)-N1-methylisophthalamide). Isolated yield 42.0%. RXN SMILES: [Si]([O:8][C@H:9]([C@H:32]1[CH2:36][C:35]([OH:43])([C:37]2[CH:42]=[CH:41][CH:40]=[CH:39][CH:38]=2)[CH2:34][N:33]1C(OC(C)(C)C)=O)[C@@H:10](NC(=O)C1C=CC=C(C(=O)N)C=1)[CH2:11][C:12]1[CH:17]=[C:16]([F:18])[CH:15]=[C:14]([F:19])[CH:13]=1)(C(C)(C)C)(C)C.[Si](O[C@H]([C@H]1C[C@@H](OCCC)CN1C(OC(C)(C)C)=O)[C@@H]([NH:70][C:71](=[O:88])[C:72]1[CH:77]=[CH:76][CH:75]=[C:74]([C:78]([N:80]2[CH2:84][CH2:83][CH2:82][C@@H:81]2COC)=[O:79])[CH:73]=1)CC1C=C(F)C=C(F)C=1)(C(C)(C)C)(C)C.[C:105]1([Mg]Br)C=CC=CC=1.O>C1COCC1>[CH2:84]([N:80]([CH3:105])[C:78](=[O:79])[C:74]1[CH:75]=[CH:76][CH:77]=[C:72]([C:71]([NH:70][C@@H:10]([CH2:11][C:12]2[CH:13]=[C:14]([F:19])[CH:15]=[C:16]([F:18])[CH:17]=2)[C@H:9]([OH:8])[C@H:32]2[CH2:36][C:35]([OH:43])([C:37]3[CH:42]=[CH:41][CH:40]=[CH:39][CH:38]=3)[CH2:34][NH:33]2)=[O:88])[CH:73]=1)[CH2:83][CH2:82][CH3:81]. Procedure details: Step 6 (E): Preparation of (2R)-tert-butyl 2-((1S,2S)-1-(tert-butyldimethylsilyloxy)-2-(3-(carbamoyl)benzamido)-3-(3,5-difluorophenyl)propyl)-4-hydroxy-4-phenylpyrrolidine-1-carboxylate. To a solution of (R)-tert-butyl 2-((1S,2S)-1-(tert-butyldimethylsilyloxy)-2-(3-(carbamoyl)benzamido)-3-(3,5-difluorophenyl)propyl)-4-oxopyrrolidine-1-carboxylate (Step 6 (D), 25 mg, 0.036 mmol) in THF (1 mL) was added phenylmagnesium bromide (3.0 M in diethyl ether, 0.0144 mL, 0.0432 mmol) at −20° C. After stirr...